This data is from the Open Reaction Database (ORD), a public repository of structured organic reaction records. The task is: describe an organic reaction: reactants, conditions, products, and yield Starting materials: C1(=CC=C(C=C1)S(=O)[O-])C.[Na+] (sodium p-toluenesulfinate), BrC1=CC=C(C=C1)C (p-bromotoluene), [O-2].[Ca+2] (calcium oxide). Reagents/catalysts: C(C)(=O)[O-].[Pd+2].C(C)(=O)[O-] (palladium acetate), C1(=CC=CC=C1)P(CCP(C1=CC=CC=C1)C1=CC=CC=C1)C1=CC=CC=C1 (1,2-bis(diphenylphosphino)-ethane). The solvent is CN1C(CCC1)=O (N-methyl-2-pyrrolidone). The product is CC1=CC=C(C=C1)C1=CC=C(C=C1)C (4,4'-dimethylbiphenyl). The yield is 85.5%. As a reaction SMILES: [C:1]1([CH3:10])[CH:6]=[CH:5][C:4](S([O-])=O)=[CH:3][CH:2]=1.[Na+].Br[C:13]1[CH:18]=[CH:17][C:16]([CH3:19])=[CH:15][CH:14]=1.[O-2].[Ca+2]>C([O-])(=O)C.[Pd+2].C([O-])(=O)C.C1(P(C2C=CC=CC=2)CCP(C2C=CC=CC=2)C2C=CC=CC=2)C=CC=CC=1.CN1CCCC1=O>[CH3:10][C:1]1[CH:6]=[CH:5][C:4]([C:13]2[CH:18]=[CH:17][C:16]([CH3:19])=[CH:15][CH:14]=2)=[CH:3][CH:2]=1 |f:0.1,3.4,5.6.7|. Procedure details: 3.56 g (20 mmol) of sodium p-toluenesulfinate, 3.42 g (20 mmol) of p-bromotoluene, 0.0225 g (0.1 mmol) of palladium acetate, 0.0478 g (0.12 mmol) of 1,2-bis(diphenylphosphino)-ethane, 6.73 g (120 mmol) of calcium oxide and 60 ml of N-methyl-2-pyrrolidone were placed in a 100 ml round bottom flask and reacted at 150° C. in a nitrogen gas stream for 8 hours. After the completion of the reaction, the reaction mixture was analyzed by means of high performance liquid chromatography. The analysis show...